Dataset: the Open Reaction Database (ORD), a public repository of structured organic reaction records. Task: describe an organic reaction: reactants, conditions, products, and yield Starting materials: ClC1=CC(=C(CN2N=CC3=CC(=CC=C23)C=C2C(N=C(S2)SCC)=O)C=C1)C(F)(F)F (5-[1-(4-Chloro-2-trifluoromethyl-benzyl)-1H-indazol-5-ylmethylene]-2-ethylsulfanyl-thiazol-4-one), F[C@H]1C[C@H](NC1)C(=O)O (4-(S)-Fluoro-pyrrolidine-2-(S)-carboxylic acid). Product: ClC1=CC(=C(CN2N=CC3=CC(=CC=C23)C=C2C(N=C(S2)N2[C@H](C(=O)O)C[C@@H](C2)F)=O)C=C1)C(F)(F)F (1-[5-({1-[4-Chloro-2-(trifluoromethyl)benzyl]-1H-indazol-5-yl}methylidene)-4-oxo-4,5-dihydro-1,3-thiazol-2-yl]-4-(S)-fluoro-L-proline). Reaction SMILES: [Cl:1][C:2]1[CH:27]=[CH:26][C:5]([CH2:6][N:7]2[C:15]3[C:10](=[CH:11][C:12]([CH:16]=[C:17]4[S:21][C:20](SCC)=[N:19][C:18]4=[O:25])=[CH:13][CH:14]=3)[CH:9]=[N:8]2)=[C:4]([C:28]([F:31])([F:30])[F:29])[CH:3]=1.[F:32][C@@H:33]1[CH2:37][NH:36][C@H:35]([C:38]([OH:40])=[O:39])[CH2:34]1>>[Cl:1][C:2]1[CH:27]=[CH:26][C:5]([CH2:6][N:7]2[C:15]3[C:10](=[CH:11][C:12]([CH:16]=[C:17]4[S:21][C:20]([N:36]5[CH2:37][C@@H:33]([F:32])[CH2:34][C@H:35]5[C:38]([OH:40])=[O:39])=[N:19][C:18]4=[O:25])=[CH:13][CH:14]=3)[CH:9]=[N:8]2)=[C:4]([C:28]([F:30])([F:31])[F:29])[CH:3]=1. Reported procedure: 1-[5-({1-[4-Chloro-2-(trifluoromethyl)benzyl]-1H-indazol-5-yl}methylidene)-4-oxo-4,5-dihydro-1,3-thiazol-2-yl]-4-(S)-fluoro-L-proline was prepared from 5-[1-(4-Chloro-2-trifluoromethyl-benzyl)-1H-indazol-5-ylmethylene]-2-ethylsulfanyl-thiazol-4-one and 4-(S)-Fluoro-pyrrolidine-2-(S)-carboxylic acid following General Procedure C. Starting materials: CC1(CCC(C=2C=CC(=CC12)C#CC1=CC=C(C(=O)O)C=C1)=O)C (4-[(5,6,7,8-tetrahydro-8,8-dimethyl-5-oxonaphth-2-yl) ethynyl]benzoic acid), CC1(CCC(C=2C=CC(=CC12)C#CC1=CC=C(C(=O)O)C=C1)=O)C (4-[(5,6,7,8-tetrahydro-8,8-dimethyl-5-oxonaphth-2-yl) ethynyl]benzoic acid), CC1(CCC(C=2C=C(C=CC12)C#CC1=NC=C(C(=O)OCC)C=C1)=O)C (ethyl 6-[(5,6,7,8-tetrahydro-8,8-dimethyl-5-oxonaphth-3-yl)ethynyl]nicotinate), CC1(CCC(C=2C=C(C=CC12)C#CC1=NC=C(C(=O)OCC)C=C1)=O)C (ethyl 6-[(5,6,7,8-tetrahydro-8,8-dimethyl-5-oxonaphth-3-yl)ethynyl]nicotinate). Yields the product CC1(CCC(C=2C=C(C=CC12)C#CC1=NC=C(C(=O)O)C=C1)=O)C (6-[(5,6,7,8-tetrahydro-8,8-dimethyl-5-oxonaphth-3-yl)ethynyl]nicotinic acid). RXN SMILES: CC1(C)C2C=C(C#CC3C=CC(C(O)=O)=CC=3)C=CC=2C(=O)CC1.[CH3:25][C:26]1([CH3:50])[C:35]2[CH:34]=[CH:33][C:32]([C:36]#[C:37][C:38]3[CH:48]=[CH:47][C:41]([C:42]([O:44]CC)=[O:43])=[CH:40][N:39]=3)=[CH:31][C:30]=2[C:29](=[O:49])[CH2:28][CH2:27]1>>[CH3:25][C:26]1([CH3:50])[C:35]2[CH:34]=[CH:33][C:32]([C:36]#[C:37][C:38]3[CH:48]=[CH:47][C:41]([C:42]([OH:44])=[O:43])=[CH:40][N:39]=3)=[CH:31][C:30]=2[C:29](=[O:49])[CH2:28][CH2:27]1. Procedure details: Employing the same general procedure as for the preparation of 4-[[5,6,7,8-tetrahydro-8,8-dimethyl-5-oxonaphth-2-yl]ethynyl]benzoic acid (Compound 7), 300 mg (0.86 mmol) of ethyl 6-[(5,6,7,8-tetrahydro-8,8-dimethyl-5-oxonaphth-3-yl)ethynyl]nicotinate (Compound 3) was converted into the title compound (pale yellow solid) using 8.6 ml (8.6 mmol) of LiOH (1M aqueous solution).